Dataset: the Open Reaction Database (ORD), a public repository of structured organic reaction records. Task: describe an organic reaction: reactants, conditions, products, and yield Reactants: N1=CC=CC=C1 (Pyridine), CC1=NSC=2NC=C(C(C21)=O)C(=O)O (3-Methyl-4-oxo-4,7-dihydroisothiazolo[5,4-b]pyridine-5-carboxylic acid), C(C)(C)(C)C1=CNC2=CC(=CC=C12)N (3-tert-butyl-1H-indol-6-amine), propane phosphonic acid anhydride. The solvent is 2-methyl THF, C(C)(=O)OCC (ethyl acetate). Run at temperature 45 celsius. Yields the product C(C)(C)(C)C1=CNC2=CC(=CC=C12)NC(=O)C=1C(C2=C(NC1)SN=C2C)=O (N-(3-tert-butyl-1H-indol-6-yl)-3-methyl-4-oxo-4,7-dihydroisothiazolo[5,4-b]pyridine-5-carboxamide). The yield is 33.2%. As a reaction SMILES: [CH3:1][C:2]1[C:10]2[C:9](=[O:11])[C:8]([C:12]([OH:14])=O)=[CH:7][NH:6][C:5]=2[S:4][N:3]=1.[C:15]([C:19]1[C:27]2[C:22](=[CH:23][C:24]([NH2:28])=[CH:25][CH:26]=2)[NH:21][CH:20]=1)([CH3:18])([CH3:17])[CH3:16].N1C=CC=CC=1>C(OCC)(=O)C>[C:15]([C:19]1[C:27]2[C:22](=[CH:23][C:24]([NH:28][C:12]([C:8]3[C:9](=[O:11])[C:10]4[C:2]([CH3:1])=[N:3][S:4][C:5]=4[NH:6][CH:7]=3)=[O:14])=[CH:25][CH:26]=2)[NH:21][CH:20]=1)([CH3:18])([CH3:16])[CH3:17]. Procedure: 3-Methyl-4-oxo-4,7-dihydroisothiazolo[5,4-b]pyridine-5-carboxylic acid (100.0 mg, 475.7 μmol) and 3-tert-butyl-1H-indol-6-amine (89.56 mg, 0.4757 mmol) were added to a 20-mL vial and suspended in 2-methyl THF (1 mL), followed by propane phosphonic acid anhydride (T3P®, 50% solution in ethyl acetate, 757 mg, 1.19 mmol). Pyridine (75.26 mg, 76.95 μL, 951.4 μmol) was then added and the solution heated at 45° C. for 16 h. The reaction was diluted with 5 mL ethyl acetate and washed with water (1×10 m...